Dataset: the Open Reaction Database (ORD), a public repository of structured organic reaction records. Task: describe an organic reaction: reactants, conditions, products, and yield Reactants: BrC1=C(C=C(C=C1)NC(CC)=O)N1N=C(N(C1=O)CC1=C(C=C(C=C1)C1=C(C=CC=C1)S(NC(C)(C)C)(=O)=O)F)CCCC (2-[2-bromo-5-(propionylamino)-phenyl]-4-[[2'-(N-t-butylsulfamoyl)-3-fluorobiphenyl-4-yl]methyl]-5-n-butyl-2,4-dihydro-3H-1,2,4-triazol-3-one), FC(C(=O)O)(F)F (trifluoroacetic acid), C1(=CC=CC=C1)OC (anisole). Yields the product BrC1=C(C=C(C=C1)NC(CC)=O)N1N=C(N(C1=O)CC1=C(C=C(C=C1)C1=C(C=CC=C1)S(N)(=O)=O)F)CCCC (2-[2-Bromo-5-(propionylamino)phenyl]-5-n-butyl-2,4-dihydro-4-[(3-fluoro-2'-sulfamoylbiphenyl-4-yl)methyl]-3H-1,2,4-triazol-3-one). Yield: 88.0%. As a reaction SMILES: [Br:1][C:2]1[CH:7]=[CH:6][C:5]([NH:8][C:9](=[O:12])[CH2:10][CH3:11])=[CH:4][C:3]=1[N:13]1[C:17](=[O:18])[N:16]([CH2:19][C:20]2[CH:25]=[CH:24][C:23]([C:26]3[CH:31]=[CH:30][CH:29]=[CH:28][C:27]=3[S:32](=[O:39])(=[O:38])[NH:33]C(C)(C)C)=[CH:22][C:21]=2[F:40])[C:15]([CH2:41][CH2:42][CH2:43][CH3:44])=[N:14]1.FC(F)(F)C(O)=O.C1(OC)C=CC=CC=1>>[Br:1][C:2]1[CH:7]=[CH:6][C:5]([NH:8][C:9](=[O:12])[CH2:10][CH3:11])=[CH:4][C:3]=1[N:13]1[C:17](=[O:18])[N:16]([CH2:19][C:20]2[CH:25]=[CH:24][C:23]([C:26]3[CH:31]=[CH:30][CH:29]=[CH:28][C:27]=3[S:32](=[O:39])(=[O:38])[NH2:33])=[CH:22][C:21]=2[F:40])[C:15]([CH2:41][CH2:42][CH2:43][CH3:44])=[N:14]1. Procedure details: The title compound was prepared from 2-[2-bromo-5-(propionylamino)-phenyl]-4-[[2'-(N-t-butylsulfamoyl)-3-fluorobiphenyl-4-yl]methyl]-5-n-butyl-2,4-dihydro-3H-1,2,4-triazol-3-one (from Step E) by reaction with trifluoroacetic acid in the presence of anisole according to the procedure of Example 28, Step G, giving an 88% yield of the title compound as an off-white foam; homogeneous by TLC in 95:5 CH2Cl2 --MeOH; mass spectrum (FAB) m/e 630,632 (M+1)+. Reactants: BrC=1C=NC=NC1 (5-bromopyrimidine), C(=O)=O (carbon dioxide), C(CCC)[Li] (n-Butyllithium), S(O)(O)(=O)=O (sulphuric acid). The solvent is C1CCOC1 (THF), C1CCOC1 (THF), C1CCOC1 (THF). Run at temperature -100 celsius, time 15 minute. The product is N1=CN=CC(=C1)C(=O)O (Pyrimidine-5-carboxylic acid). Yield: 100.0%. As a reaction SMILES: C([Li])CCC.Br[C:7]1[CH:8]=[N:9][CH:10]=[N:11][CH:12]=1.[C:13](=[O:15])=[O:14].S(=O)(=O)(O)O>C1COCC1>[N:9]1[CH:8]=[C:7]([C:13]([OH:15])=[O:14])[CH:12]=[N:11][CH:10]=1. Procedure: n-Butyllithium (1.6M in hexane, 6.9 ml, 11 mmol) was added to dry THF (10 ml) and the solution was cooled to -100° C. A solution of 5-bromopyrimidine (1.59 g, 10 mmol) in dry THF (50 ml) was added slowly. After 15 min at -80° to -100° C., the mixture was added dropwise onto solid carbon dioxide in dry THF. After warming to room temperature, the mixture was made slightly acidic with dilute sulphuric acid. The solid was filtered off and extracted with ethanol. The extract was filtered and evaporat... The reactants are C[O-].[Na+] (sodium methoxide), C(C)(=O)OCC (ethyl acetate), CN(C=C(C(C)=O)C1=CC=CC=C1)C (4-dimethylamino-3-phenyl-3-butene-2-one), C(#N)CC(=O)N (cyanoacetamide). The solvent is CO (methanol), O (water), CO (methanol). The product is C(#N)C=1C(NC(=C(C1)C1=CC=CC=C1)C)=O (3-CYANO-6-METHYL-5-PHENYL-2-PYRIDONE). As a reaction SMILES: CN(C)[CH:3]=[C:4]([C:8]1[CH:13]=[CH:12][CH:11]=[CH:10][CH:9]=1)[C:5](=O)[CH3:6].[C:15]([CH2:17][C:18]([NH2:20])=[O:19])#[N:16].C[O-].[Na+].C(OCC)(=O)C>CO.O>[C:15]([C:17]1[C:18](=[O:19])[NH:20][C:5]([CH3:6])=[C:4]([C:8]2[CH:13]=[CH:12][CH:11]=[CH:10][CH:9]=2)[CH:3]=1)#[N:16] |f:2.3|. Procedure: A mixture of 4-dimethylamino-3-phenyl-3-butene-2-one (14.1 grams) and cyanoacetamide (5.9 grams) in 100 ml methanol was added to sodium methoxide (7.9 grams) in 100 ml methanol. The mixture was refluxed for 18 hours and then the crude reaction was stripped and the residue dissolved in a small amount of hot water. Acidification to pH 6-7 gave a gum-like solid which was collected by filtration. Further acidification to a lower pH gave only an oil. Trituration of the gum with ethyl acetate and chil...